From a dataset of the Open Reaction Database (ORD), a public repository of structured organic reaction records. describe an organic reaction: reactants, conditions, products, and yield Reactants: [Br-], CCOC(=O)C(C)(C)Oc1ccc(CCN(Cc2ccc(C(F)(F)F)cc2)c2ccc(C(C)=O)cn2)cc1, C1CCOC1, CC(C)(C)[O-], C[P+](c1ccccc1)(c1ccccc1)c1ccccc1, CC(C)(C)O, [K+]. Yields the product C=C(C)c1ccc(N(CCc2ccc(OC(C)(C)C(=O)OCC)cc2)Cc2ccc(C(F)(F)F)cc2)nc1. RXN SMILES: [Br-:45].[C:7]([CH3:8])(=[O:9])[c:10]1[cH:11][cH:12][c:13]([N:16]([CH2:17][CH2:18][c:19]2[cH:20][cH:21][c:22]([O:23][C:24]([C:25](=[O:26])[O:27][CH2:28][CH3:29])([CH3:30])[CH3:31])[cH:32][cH:33]2)[CH2:34][c:35]2[cH:36][cH:37][c:38]([C:41]([F:42])([F:43])[F:44])[cH:39][cH:40]2)[n:14][cH:15]1.[CH2:66]1[O:67][CH2:68][CH2:69][CH2:70]1.[CH3:1][C:2]([CH3:3])([O-:4])[CH3:5].[CH3:46][P+:47]([c:48]1[cH:49][cH:50][cH:51][cH:52][cH:53]1)([c:54]1[cH:55][cH:56][cH:57][cH:58][cH:59]1)[c:60]1[cH:61][cH:62][cH:63][cH:64][cH:65]1.[CH3:71][C:72]([OH:73])([CH3:74])[CH3:75].[K+:6]>>[CH3:1][C:7](=[CH2:8])[c:10]1[cH:11][cH:12][c:13]([N:16]([CH2:17][CH2:18][c:19]2[cH:20][cH:21][c:22]([O:23][C:24]([C:25](=[O:26])[O:27][CH2:28][CH3:29])([CH3:30])[CH3:31])[cH:32][cH:33]2)[CH2:34][c:35]2[cH:36][cH:37][c:38]([C:41]([F:42])([F:43])[F:44])[cH:39][cH:40]2)[n:14][cH:15]1. Starting materials: Cl.CC=1C=C(N)C=CC1N1C(C=2C(C1=O)=CC=CC2)=O (3-Methyl-4-phthalimidoaniline, hydrochloride), C([O-])([O-])=O.[K+].[K+] (potassium carbonate), CI (methyl iodide). Solvent: CN(C=O)C (dimethylformamide), CN(C=O)C (dimethylformamide). The product is CNC1=CC(=C(C=C1)N1C(C=2C(C1=O)=CC=CC2)=O)C (N,3-Dimethyl-4-phthalimidoaniline). Reaction SMILES: Cl.[CH3:2][C:3]1[CH:4]=[C:5]([CH:7]=[CH:8][C:9]=1[N:10]1[C:14](=[O:15])[C:13]2=[CH:16][CH:17]=[CH:18][CH:19]=[C:12]2[C:11]1=[O:20])[NH2:6].[C:21](=O)([O-])[O-].[K+].[K+].CI>CN(C)C=O>[CH3:21][NH:6][C:5]1[CH:7]=[CH:8][C:9]([N:10]2[C:11](=[O:20])[C:12]3=[CH:19][CH:18]=[CH:17][CH:16]=[C:13]3[C:14]2=[O:15])=[C:3]([CH3:2])[CH:4]=1 |f:0.1,2.3.4|. Reported procedure: To a mixture of the product aniline of Example 31 (15 g) and 18 g of anhydrous potassium carbonate suspended in 400 ml of dimethylformamide was added 11 g of methyl iodide in 30 ml of dimethylformamide. After 16 hours the mixture was concentrated to an oily residue which solidified upon trituration with water. The crude solid was purified by chromatography as in Example 34 to give the title compound. Samples prepared by the methods of Examples 34 and 36 were identical. Starting materials: Br, O=C([O-])[O-], ClCCl, CC(=O)Cl, CCCc1c(O)cccc1CN(C)C, CN(C)c1ccncc1, [K+], [K+], O, c1ccncc1. Yields the product CCCc1c(CN(C)C)cccc1OC(C)=O, Cl. RXN SMILES: [BrH:1].[C:26](=[O:27])([O-:28])[O-:29].[CH2:42]([Cl:43])[Cl:44].[CH3:22][C:23]([Cl:24])=[O:25].[CH3:2][N:3]([CH3:4])[CH2:5][c:6]1[c:7]([CH2:13][CH2:14][CH3:15])[c:8]([OH:12])[cH:9][cH:10][cH:11]1.[CH3:32][N:33]([CH3:34])[c:35]1[cH:36][cH:37][n:38][cH:39][cH:40]1.[K+:30].[K+:31].[OH2:41].[cH:16]1[cH:17][cH:18][n:19][cH:20][cH:21]1>>[CH3:2][N:3]([CH3:4])[CH2:5][c:6]1[c:7]([CH2:13][CH2:14][CH3:15])[c:8]([O:12][C:23]([CH3:22])=[O:25])[cH:9][cH:10][cH:11]1.[ClH:24]. The reactants are O=C(Cl)c1ccccc1[N+](=O)[O-], CN1CCc2c(N)cccc2C1. Product: CN1CCc2c(cccc2NC(=O)c2ccccc2[N+](=O)[O-])C1. As a reaction SMILES: [N+:13](=[O:14])([O-:15])[c:16]1[c:17]([C:18](=[O:19])[Cl:20])[cH:21][cH:22][cH:23][cH:24]1.[NH2:1][c:2]1[c:3]2[c:8]([cH:9][cH:10][cH:11]1)[CH2:7][N:6]([CH3:12])[CH2:5][CH2:4]2>>[NH:1]([c:2]1[c:3]2[c:8]([cH:9][cH:10][cH:11]1)[CH2:7][N:6]([CH3:12])[CH2:5][CH2:4]2)[C:18]([c:17]1[c:16]([N+:13](=[O:14])[O-:15])[cH:24][cH:23][cH:22][cH:21]1)=[O:19]. The reactants are BrC1=C(C=C(C(=C1)F)F)S (2-Bromo-4,5-difluorothiophenol), ClC(=C)CCl (2,3-dichloro-1-propene), C([O-])([O-])=O.[K+].[K+] (potassium carbonate). Run in CC(=O)C (acetone). Conditions: temperature 60 celsius, time 2 hour. The product is BrC1=CC(=C(C=2C=C(SC21)C)F)F (7-bromo-4,5-difluoro-2-methyl-1-benzothiophene). Isolated yield 75.0%. RXN SMILES: [Br:1][C:2]1[CH:7]=[C:6]([F:8])[C:5]([F:9])=[CH:4][C:3]=1[SH:10].Cl[C:12]([CH2:14]Cl)=[CH2:13].C(=O)([O-])[O-].[K+].[K+]>CC(C)=O>[Br:1][C:2]1[C:3]2[S:10][C:12]([CH3:14])=[CH:13][C:4]=2[C:5]([F:9])=[C:6]([F:8])[CH:7]=1 |f:2.3.4|. Procedure details: 2-Bromo-4,5-difluorothiophenol (4.68 g, 20.8 mmol), 2,3-dichloro-1-propene (2.1 mL, 22.9 mmol), potassium carbonate (3.45 g, 24.9 mmol), and acetone (100 mL) were added, and stirred at 60° C. for 2 hours. The solvent was distilled away under reduced pressure, and after diluted with ethyl acetate, the resultant was washed with water and saturated brine, and then dried over anhydrous magnesium sulfate. The solvent was distilled away, and to the resulting residue, dimethylaniline (50 mL) was added,... Yields the product CC(=S)OCc1ccc([N+](=O)[O-])cc1. Reaction SMILES: [C:1]([CH3:2])(=[S:3])[OH:4].[N+:11](=[O:12])([O-:13])[c:14]1[cH:15][cH:16][c:17]([CH2:18][Cl:19])[cH:20][cH:21]1.[O:22]1[CH2:23][CH2:24][CH2:25][CH2:26]1.[cH:5]1[cH:6][cH:7][n:8][cH:9][cH:10]1>>[C:1]([CH3:2])(=[S:3])[O:4][CH2:18][c:17]1[cH:16][cH:15][c:14]([N+:11](=[O:12])[O-:13])[cH:21][cH:20]1. The reactants are CC(O)=S, O=[N+]([O-])c1ccc(CCl)cc1, C1CCOC1, c1ccncc1. Starting materials: FC1=C(C=CC(=C1)F)I (2,4-difluoro-1-iodo-benzene), C(C#C)N1C(C2=CC=CC=C2C1)=O (2-Prop-2-ynyl-2,3-dihydro-isoindol-1-one). Reagents/catalysts: C=1C=CC(=CC1)[P](C=2C=CC=CC2)(C=3C=CC=CC3)[Pd]([P](C=4C=CC=CC4)(C=5C=CC=CC5)C=6C=CC=CC6)([P](C=7C=CC=CC7)(C=8C=CC=CC8)C=9C=CC=CC9)[P](C=1C=CC=CC1)(C=1C=CC=CC1)C=1C=CC=CC1 (Pd(PPh3)4), [Cu]I (CuI). Run in C(C)N(CC)CC (triethylamine). Conditions: time 8 hour. Product: EtOAc Hexanes, FC1=C(C=CC(=C1)F)C#CCN1C(C2=CC=CC=C2C1)=O (2-[3-(2,4-Difluoro-phenyl)-prop-2-ynyl]-2,3-dihydro-isoindol-1-one). Isolated yield 24.3%. Reaction SMILES: [CH2:1]([N:4]1[CH2:12][C:11]2[C:6](=[CH:7][CH:8]=[CH:9][CH:10]=2)[C:5]1=[O:13])[C:2]#[CH:3].[F:14][C:15]1[CH:20]=[C:19]([F:21])[CH:18]=[CH:17][C:16]=1I>C(N(CC)CC)C.C1C=CC([P]([Pd]([P](C2C=CC=CC=2)(C2C=CC=CC=2)C2C=CC=CC=2)([P](C2C=CC=CC=2)(C2C=CC=CC=2)C2C=CC=CC=2)[P](C2C=CC=CC=2)(C2C=CC=CC=2)C2C=CC=CC=2)(C2C=CC=CC=2)C2C=CC=CC=2)=CC=1.[Cu]I>[F:14][C:15]1[CH:20]=[C:19]([F:21])[CH:18]=[CH:17][C:16]=1[C:3]#[C:2][CH2:1][N:4]1[CH2:12][C:11]2[C:6](=[CH:7][CH:8]=[CH:9][CH:10]=2)[C:5]1=[O:13] |^1:33,35,54,73|. Procedure: 2-Prop-2-ynyl-2,3-dihydro-isoindol-1-one (50.0 mg, 0.29 mmol) was dissolved in triethylamine (2 mL). To this was added Pd(PPh3)4 (13 mg, 0.012 mmol), CuI (6.7 mg, 0.035 mmol) and 2,4-difluoro-1-iodo-benzene (52.0 μL, 0.438 mmol) and the reaction was allowed to stir overnight. The solvent was evaporated and the residue was purified by prep. TLC (30% EtOAc/Hexanes) to afford the title compound (20.0 mg, 24%) as a brown oil. 1H NMR (300 MHz, CDCl3): δ 7.90 (d, 1H), 7.45 (m, 4H), 6.84 (t, 2H), 4.72 ... RXN SMILES: [CH3:15][C:16](=[O:17])[O:18][C:19](=[O:20])[CH3:21].[CH:22]([N:23]([CH:24]([CH3:25])[CH3:26])[CH2:27][CH3:28])([CH3:29])[CH3:30].[Cl:1][c:2]1[cH:3][cH:4][c:5](-[c:8]2[cH:9][c:10]([NH2:14])[cH:11][cH:12][cH:13]2)[n:6][n:7]1.[Cl:31][CH2:32][Cl:33]>>[Cl:1][c:2]1[cH:3][cH:4][c:5](-[c:8]2[cH:9][c:10]([NH:14][C:16]([CH3:15])=[O:17])[cH:11][cH:12][cH:13]2)[n:6][n:7]1. The product is CC(=O)Nc1cccc(-c2ccc(Cl)nn2)c1. Reactants: CC(=O)OC(C)=O, CCN(C(C)C)C(C)C, Nc1cccc(-c2ccc(Cl)nn2)c1, ClCCl. Reactants: [N+](=O)([O-])O[C@@H](CCCC(=O)O)CO[N+](=O)[O-] ((S)-5,6-di(nitrooxy)hexanoic acid), [N+](=O)([O-])O[C@H](CCCC(=O)O)C ((S)-5-(nitrooxy)hexanoic acid). Product: [N+](=O)([O-])O[C@H](CCCC(=O)O[C@H]1[C@@H]2[C@H](OC1)[C@@H](CO2)O)C ((S)-((3R,3aR,6R,6aR)-6-hydroxyhexahydrofuro[3,2-b]furan-3-yl) 5-(nitrooxy)hexanoate). As a reaction SMILES: [N+]([O:4][C@H:5]([CH2:12][O:13][N+]([O-])=O)[CH2:6][CH2:7][CH2:8][C:9](O)=[O:10])([O-])=O.[N+:17]([O:20][C@@H:21]([CH3:28])[CH2:22][CH2:23][CH2:24][C:25]([OH:27])=[O:26])([O-:19])=[O:18]>>[N+:17]([O:20][C@@H:21]([CH3:28])[CH2:22][CH2:23][CH2:24][C:25]([O:27][C@@H:8]1[CH2:9][O:10][C@@H:6]2[C@H:5]([OH:4])[CH2:12][O:13][C@H:7]12)=[O:26])([O-:19])=[O:18]. Procedure details: The title compound was prepared by following the procedure for the synthesis of EXAMPLE 4, except that in Step F the reagent (S)-5,6-di(nitrooxy)hexanoic acid was replaced by (S)-5-(nitrooxy)hexanoic acid. The reactants are S(=O)(=O)(C1=CC=C(C)C=C1)Cl (tosyl chloride), O (water), CC(CCCO)(C)[N+](=O)[O-] (4-methyl-4-nitro-1-pentanol), O (Water). Solvent: N1=CC=CC=C1 (pyridine), petroleum ether. Run at time 1 hour. Yields the product CC(CCCOS(=O)(=O)C1=CC=C(C)C=C1)(C)[N+](=O)[O-] (4-Methyl-4-nitro-1-tosyloxypentane). RXN SMILES: [CH3:1][C:2]([N+:8]([O-:10])=[O:9])([CH3:7])[CH2:3][CH2:4][CH2:5][OH:6].[S:11](Cl)([C:14]1[CH:20]=[CH:19][C:17]([CH3:18])=[CH:16][CH:15]=1)(=[O:13])=[O:12].O>N1C=CC=CC=1>[CH3:1][C:2]([N+:8]([O-:10])=[O:9])([CH3:7])[CH2:3][CH2:4][CH2:5][O:6][S:11]([C:14]1[CH:20]=[CH:19][C:17]([CH3:18])=[CH:16][CH:15]=1)(=[O:13])=[O:12]. Reported procedure: A solution of 4-methyl-4-nitro-1-pentanol (7 gm) in pyridine (40 ml) was cooled in an ice bath and treated with tosyl chloride (19 gm) added in portions over 20 mins. When the addition was complete the mixture was stirred at room temperature for 1 hr. Water (20 ml) was then added and the mixture stirred for 15 mins. The mixture was poured into water and extracted twice with ethyl acetate. The ethyl acetate solution was washed successively with water, citric acid solution, water, sodium bicarbona...